Dataset: the Open Reaction Database (ORD), a public repository of structured organic reaction records. Task: describe an organic reaction: reactants, conditions, products, and yield Reactants: ClC=1C2=C(N=CN1)NC=C2 (4-chloro-7H-pyrrolo[2,3-d]pyrimidine), C[Mg]Br (methylmagnesium bromide). Reagents/catalysts: C1=CC=C(C=C1)P([C-]2C=CC=C2)C3=CC=CC=C3.C1=CC=C(C=C1)P([C-]2C=CC=C2)C3=CC=CC=C3.Cl[Pd]Cl.[Fe+2] (PdCl2(dppf)). The solvent is C1(=CC=CC=C1)C (toluene), C1(=CC=CC=C1)C (toluene). Run at temperature 60 celsius, time 10 minute. Yields the product CC=1C2=C(N=CN1)NC=C2 (4-methyl-7H-pyrrolo[2,3-d]pyrimidine). Yield: 15.9%. As a reaction SMILES: Cl[C:2]1[C:3]2[CH:10]=[CH:9][NH:8][C:4]=2[N:5]=[CH:6][N:7]=1.[CH3:11][Mg]Br>C1(C)C=CC=CC=1.C1C=CC(P(C2C=CC=CC=2)[C-]2C=CC=C2)=CC=1.C1C=CC(P(C2C=CC=CC=2)[C-]2C=CC=C2)=CC=1.Cl[Pd]Cl.[Fe+2]>[CH3:11][C:2]1[C:3]2[CH:10]=[CH:9][NH:8][C:4]=2[N:5]=[CH:6][N:7]=1 |f:3.4.5.6|. Procedure: Into a round bottom flask the catalyst PdCl2(dppf), under an atmosphere of nitrogen, was placed with 15 mL of toluene along with a stir bar. A suspension of 4-chloro-7H-pyrrolo[2,3-d]pyrimidine (1, 1.47 g, 9.57 mmol) in 15 mL of toluene was added at room temperature. After stirring for 10 minutes, methylmagnesium bromide (17.00 mL, 3.00 M in ether, 51.00 mmol) was added dropwise. The solution turned from orange to yellow, and was slowly heated to 60° C. and stirred for 3 hrs at 60° C. and then o... Reactants: BrC(C(=O)C1=CC=CC=C1)C (2-bromopropiophenone), FC1=C(C(=CC=C1)F)CC(=O)O (2,6-difluorophenylacetic acid), C1CCC2=NCCCN2CC1 (DBU), Cl (hydrochloric acid), C1CCC2=NCCCN2CC1 (1,8-diazabicyclo[5.4.0]-7-undecene). Run in C(C)N(CC)CC (triethylamine), C(C)#N (acetonitrile). Run at time 4 hour. Product: FC1=C(C(=CC=C1)F)C=1C(OC(C1C1=CC=CC=C1)(C)O)=O (3-(2,6-difluorophenyl)-5-hydroxy-5-methyl-4-phenyl-2(5H)-furanone). The yield is 93.7%. RXN SMILES: Br[CH:2](C)[C:3]([C:5]1C=CC=CC=1)=[O:4].[F:12][C:13]1[CH:18]=[CH:17][CH:16]=[C:15]([F:19])[C:14]=1[CH2:20][C:21]([OH:23])=[O:22].[CH2:24]1[CH2:34][CH2:33]N2[C:27](=NCCC2)[CH2:26][CH2:25]1.Cl>C(N(CC)CC)C.C(#N)C>[F:12][C:13]1[CH:18]=[CH:17][CH:16]=[C:15]([F:19])[C:14]=1[C:20]1[C:21](=[O:23])[O:22][C:3]([OH:4])([CH3:5])[C:2]=1[C:27]1[CH:26]=[CH:25][CH:24]=[CH:34][CH:33]=1. Reported procedure: To a mixture of 2-bromopropiophenone (2.13 g), 2,6-difluorophenylacetic acid (1.81 g) and acetonitrile (25 mL), triethylamine (1.52 g) was added dropwise in a water bath, stirred at room temperature for 4 hours and then allowed to stand still overnight. To the mixture, 4.57 g of 1,8-diazabicyclo[5.4.0]-7-undecene (hereinafter, referred to as DBU) was added dropwise under ice cooling. The mixture was stirred at room temperature for one hour. Thereafter, to the obtained mixture, air was blown in w... Starting materials: FC1=CC=C(OC2=CC=C(C=C2)B2OC(C(O2)(C)C)(C)C)C=C1 (2-(4-(4-fluorophenoxy)phenyl)-4,4,5,5-tetramethyl-1,3,2-dioxaborolane), C(=O)([O-])[O-].[Na+].[Na+] (Na2CO3), ClC1=NC(=CC(=N1)C(=O)N)N(S(=O)(=O)C)CC1OC(OC1)(C)C (2-chloro-6-(N-((2,2-dimethyl-1,3-dioxolan-4-yl)methyl)methylsulfonamido)pyrimidine-4-carboxamide). The reagents and catalysts are C1=CC=C(C=C1)P([C-]2C=CC=C2)C3=CC=CC=C3.C1=CC=C(C=C1)P([C-]2C=CC=C2)C3=CC=CC=C3.Cl[Pd]Cl.[Fe+2] (PdCl2(dppf)). Solvent: O1CCOCC1 (dioxane). Conditions: temperature 80 celsius. Yields the product CC1(OCC(O1)CN(S(=O)(=O)C)C1=CC(=NC(=N1)C1=CC=C(C=C1)OC1=CC=C(C=C1)F)C(=O)N)C (6-(N-((2,2-dimethyl-1,3-dioxolan-4-yl)methyl)methylsulfonamido)-2-(4-(4-fluorophenoxy)phenyl)pyrimidine-4-carboxamide). Yield: 80.5%. Reaction SMILES: Cl[C:2]1[N:7]=[C:6]([C:8]([NH2:10])=[O:9])[CH:5]=[C:4]([N:11]([CH2:16][CH:17]2[CH2:21][O:20][C:19]([CH3:23])([CH3:22])[O:18]2)[S:12]([CH3:15])(=[O:14])=[O:13])[N:3]=1.[F:24][C:25]1[CH:46]=[CH:45][C:28]([O:29][C:30]2[CH:35]=[CH:34][C:33](B3OC(C)(C)C(C)(C)O3)=[CH:32][CH:31]=2)=[CH:27][CH:26]=1.C([O-])([O-])=O.[Na+].[Na+]>O1CCOCC1.C1C=CC(P(C2C=CC=CC=2)[C-]2C=CC=C2)=CC=1.C1C=CC(P(C2C=CC=CC=2)[C-]2C=CC=C2)=CC=1.Cl[Pd]Cl.[Fe+2]>[CH3:22][C:19]1([CH3:23])[O:18][CH:17]([CH2:16][N:11]([C:4]2[N:3]=[C:2]([C:33]3[CH:32]=[CH:31][C:30]([O:29][C:28]4[CH:27]=[CH:26][C:25]([F:24])=[CH:46][CH:45]=4)=[CH:35][CH:34]=3)[N:7]=[C:6]([C:8]([NH2:10])=[O:9])[CH:5]=2)[S:12]([CH3:15])(=[O:14])=[O:13])[CH2:21][O:20]1 |f:2.3.4,6.7.8.9|. Reported procedure: To a mixture of 2-chloro-6-(N-((2,2-dimethyl-1,3-dioxolan-4-yl)methyl)methylsulfonamido)pyrimidine-4-carboxamide (0.365 g, 1.00 mmol) in dioxane (5 mL) was added 2-(4-(4-fluorophenoxy)phenyl)-4,4,5,5-tetramethyl-1,3,2-dioxaborolane (0.379 g, 1.21 mmol), 2M aqueous Na2CO3 (1.0 mL, 2.0 mmol), and PdCl2(dppf) (0.046 g, 0.056 mmol). The reaction vessel was flushed with argon, sealed, and heated at 80° C. overnight. After cooling, the reaction mixture was evaporated in vacuo to a residue. The residue... Starting materials: Brc1cccnc1, CC(=O)[O-], [K+], COc1ccc(N(C(=O)CN2C(=O)CC(=O)Nc3ccccc32)C(C)C)cc1, CN(C)C=O. Yields the product COc1ccc(N(C(=O)CN2C(=O)CC(=O)N(c3cccnc3)c3ccccc32)C(C)C)cc1. As a reaction SMILES: [Br:34][c:35]1[cH:36][n:37][cH:38][cH:39][cH:40]1.[CH3:30][C:31](=[O:32])[O-:33].[K+:29].[O:1]=[C:2]1[CH2:3][C:4](=[O:28])[NH:5][c:6]2[c:7]([cH:24][cH:25][cH:26][cH:27]2)[N:8]1[CH2:9][C:10](=[O:11])[N:12]([c:13]1[cH:14][cH:15][c:16]([O:19][CH3:20])[cH:17][cH:18]1)[CH:21]([CH3:22])[CH3:23].[O:41]=[CH:42][N:43]([CH3:44])[CH3:45]>>[O:1]=[C:2]1[CH2:3][C:4](=[O:28])[N:5]([c:35]2[cH:36][n:37][cH:38][cH:39][cH:40]2)[c:6]2[c:7]([cH:24][cH:25][cH:26][cH:27]2)[N:8]1[CH2:9][C:10](=[O:11])[N:12]([c:13]1[cH:14][cH:15][c:16]([O:19][CH3:20])[cH:17][cH:18]1)[CH:21]([CH3:22])[CH3:23].